This data is from the Open Reaction Database (ORD), a public repository of structured organic reaction records. The task is: describe an organic reaction: reactants, conditions, products, and yield The reactants are C(C)(C)(C)OC(=O)N1C[C@H](CC1)C(=O)OCC1=CC=CC=C1 (benzyl (S)-1-tert-butoxycarbonylpyrrolidine-3-carboxylate), C(C)(C)(C)OC(=O)N1C[C@@H](CC1)C(=O)O ((R)-1-tert-butoxycarbonyl-pyrrolidine-3-carboxylic acid). Yields the product C(C)(C)(C)OC(=O)N1C[C@@H](CC1)C(=O)OCC1=CC=CC=C1 (Benzyl (R)-1-tert-butoxycarbonylpyrrolidine-3-carboxylate). As a reaction SMILES: [C:1]([O:5][C:6]([N:8]1[CH2:12][CH2:11][C@H:10]([C:13]([O:15][CH2:16][C:17]2[CH:22]=[CH:21][CH:20]=[CH:19][CH:18]=2)=[O:14])[CH2:9]1)=[O:7])([CH3:4])([CH3:3])[CH3:2].C(OC(N1CC[C@@H](C(O)=O)C1)=O)(C)(C)C>>[C:1]([O:5][C:6]([N:8]1[CH2:12][CH2:11][C@@H:10]([C:13]([O:15][CH2:16][C:17]2[CH:22]=[CH:21][CH:20]=[CH:19][CH:18]=2)=[O:14])[CH2:9]1)=[O:7])([CH3:4])([CH3:2])[CH3:3]. Procedure details: Prepared by proceeding in a similar manner to Intermediate 192, starting from (R)-1-tert-butoxycarbonyl-pyrrolidine-3-carboxylic acid. Starting materials: CN(C)c1ccncc1, COc1cc2nccc(Cl)c2cc1OC, Clc1ccccc1Cl, Oc1ccc(F)nc1I, O. Yields the product COc1cc2nccc(Oc3ccc(F)nc3I)c2cc1OC. Reaction SMILES: [CH3:26][N:27]([CH3:28])[c:29]1[cH:30][cH:31][n:32][cH:33][cH:34]1.[Cl:10][c:11]1[cH:12][cH:13][n:14][c:15]2[cH:16][c:17]([O:23][CH3:24])[c:18]([O:21][CH3:22])[cH:19][c:20]12.[Cl:35][c:36]1[cH:37][cH:38][cH:39][cH:40][c:41]1[Cl:42].[F:1][c:2]1[cH:3][cH:4][c:5]([OH:9])[c:6]([I:8])[n:7]1.[OH2:25]>>[F:1][c:2]1[cH:3][cH:4][c:5]([O:9][c:11]2[cH:12][cH:13][n:14][c:15]3[cH:16][c:17]([O:23][CH3:24])[c:18]([O:21][CH3:22])[cH:19][c:20]23)[c:6]([I:8])[n:7]1. Starting materials: NC1=CC=C(C#N)C=C1 (4-aminobenzonitrile), BrCC1=CC=C(C=C1)C1=C(C=CC=C1)C1=NOC(=N1)C(Cl)(Cl)Cl (3-[4′-(bromomethyl)biphenyl-2-yl]-5-(trichloromethyl)-1,2,4-oxadiazole), C([O-])([O-])=O.[K+].[K+] (potassium carbonate), NC=1SC(=CC1C(=O)OC)CC (methyl 2-amino-5-ethylthiophene-3-carboxylate), ClC(Cl)(OC(OC(Cl)(Cl)Cl)=O)Cl (triphosgene), C(C)#N (acetonitrile). Solvent: C(Cl)Cl (methylene chloride), C(C)N(CC)CC (triethylamine). Run at time 2 hour. The product is C(C)C1=CC2=C(N(C(N(C2=O)C2=NC=C(C#N)C=C2)=O)CC2=CC=C(C=C2)C2=C(C=CC=C2)C2=NOC(N2)=O)S1 (6-[6-ethyl-2,4-dioxo-1-{[2′-(5-oxo-4,5-dihydro-1,2,4-oxadiazol-3-yl)biphenyl-4-yl]methyl}-1,4-dihydrothieno[2,3-d]pyrimidin-3(2H)-yl]nicotinonitrile). Yield: 6.0%. RXN SMILES: [NH2:1][C:2]1[S:3][C:4]([CH2:11][CH3:12])=[CH:5][C:6]=1[C:7]([O:9]C)=O.ClC(Cl)(O[C:17](=[O:23])[O:18]C(Cl)(Cl)Cl)Cl.[NH2:25][C:26]1[CH:33]=[CH:32][C:29]([C:30]#[N:31])=[CH:28]C=1.Br[CH2:35][C:36]1[CH:41]=[CH:40][C:39]([C:42]2[CH:47]=[CH:46][CH:45]=[CH:44][C:43]=2[C:48]2[N:52]=C(C(Cl)(Cl)Cl)O[N:49]=2)=[CH:38][CH:37]=1.[C:57](=[O:60])([O-])[O-].[K+].[K+].C(#[N:65])C>C(Cl)Cl.C(N(CC)CC)C>[CH2:11]([C:4]1[S:3][C:2]2[N:1]([CH2:35][C:36]3[CH:37]=[CH:38][C:39]([C:42]4[CH:47]=[CH:46][CH:45]=[CH:44][C:43]=4[C:48]4[NH:49][C:17](=[O:23])[O:18][N:52]=4)=[CH:40][CH:41]=3)[C:57](=[O:60])[N:65]([C:26]3[CH:33]=[CH:32][C:29]([C:30]#[N:31])=[CH:28][N:25]=3)[C:7](=[O:9])[C:6]=2[CH:5]=1)[CH3:12] |f:4.5.6|. Reported procedure: To a solution (40 mL) of methyl 2-amino-5-ethylthiophene-3-carboxylate (1 g) in methylene chloride were added triphosgene (0.69 g) and triethylamine (1.2 mL), and the mixture was stirred at room temperature for 2 hr. To the reaction mixture was added 4-aminobenzonitrile (1.28 g), and the mixture was further stirred at room temperature for 1 hr, and the precipitated solid was collected by filtration. The obtained solid was dissolved in methanol (40 mL), sodium methoxide (0.73 g) was added, and th... Reactants: C(CCCCCCCCC)[C@@H]1C(O[C@H]1C[C@@H](CCC=C)O)=O ((S)-3-decyl-(S)-4-[(R)-2-hydroxy-5-hexenyl)-2-oxetanone), C(=O)N[C@@H](CC(C)C)C(=O)O (N-formyl-L-leucine). Yields the product C(CCCCC)[C@H]1[C@@H](OC1=O)C[C@H](CC\C=C/CCCCCCC)OC([C@@H](NC=O)CC(C)C)=O (N-formyl-L-leucine (S,Z)-1-[[(2S,3S)-3-hexyl-4-oxo-2-oxetanyl]methyl]-4-dodecenyl ester). Reaction SMILES: [CH2:1]([C@H:11]1[C@H:14]([CH2:15][C@H:16]([OH:21])[CH2:17][CH2:18][CH:19]=[CH2:20])[O:13][C:12]1=[O:22])[CH2:2][CH2:3][CH2:4][CH2:5][CH2:6]CCCC.[CH:23]([NH:25][C@H:26]([C:31]([OH:33])=O)[CH2:27][CH:28]([CH3:30])[CH3:29])=[O:24]>>[CH2:1]([C@@H:11]1[C:12](=[O:22])[O:13][C@H:14]1[CH2:15][C@@H:16]([O:21][C:31](=[O:33])[C@H:26]([CH2:27][CH:28]([CH3:29])[CH3:30])[NH:25][CH:23]=[O:24])[CH2:17][CH2:18]/[CH:19]=[CH:20]\[CH2:12][CH2:11][CH2:1][CH2:2][CH2:3][CH2:4][CH3:5])[CH2:2][CH2:3][CH2:4][CH2:5][CH3:6]. Procedure: by esterifying (S)-3-decyl-(S)-4-[(R)-2-hydroxy-5-hexenyl)-2-oxetanone with N-formyl-L-leucine there was obtained